This data is from the Open Reaction Database (ORD), a public repository of structured organic reaction records. The task is: describe an organic reaction: reactants, conditions, products, and yield Reaction SMILES: [N+](C1C=CC(C[O:9][C:10]([C@@H:12]2[N:17]3[C:18](=[O:31])[C@@H:19]([NH:20][C:21](=[O:30])[CH2:22][O:23][C:24]4[CH:29]=[CH:28][CH:27]=[CH:26][CH:25]=4)[C@H:16]3[S:15][CH:14]=[C:13]2[O:32][CH3:33])=[O:11])=CC=1)([O-])=O.[N+](C1C=CC(COC(C2N3C(=O)[C@@H](NC(=O)COC4C=CC=CC=4)[C@H]3SCC=2OC)=O)=CC=1)([O-])=O.[OH-].[K+].[Cl-].[Na+]>O1CCCC1.C(Cl)Cl>[O:23]([CH2:22][C:21]([NH:20][C@@H:19]1[C:18](=[O:31])[N:17]2[C@@H:12]([C:10]([OH:11])=[O:9])[C:13]([O:32][CH3:33])=[CH:14][S:15][C@H:16]12)=[O:30])[C:24]1[CH:29]=[CH:28][CH:27]=[CH:26][CH:25]=1 |f:2.3,4.5|. Reactants: ice water, crude mixture, [OH-].[K+] (potassium hydroxide), [N+](=O)([O-])C1=CC=C(COC(=O)[C@H]2C(=CS[C@H]3N2C([C@H]3NC(COC3=CC=CC=C3)=O)=O)OC)C=C1 (7β-phenoxyacetamido-3-methoxy-ceph-2-em-4α-carboxylic acid p-nitrobenzyl ester), [N+](=O)([O-])C1=CC=C(COC(=O)C2=C(CS[C@H]3N2C([C@H]3NC(COC3=CC=CC=C3)=O)=O)OC)C=C1 (7β-phenoxyacetamido-3-methoxy-ceph-3-em-4-carboxylic acid p-nitrobenzyl ester), [Cl-].[Na+] (sodium chloride). Run in C(Cl)Cl (methylene chloride), O1CCCC1 (tetrahydrofurane). Procedure: A solution prepared at 0° C., of 555 mg (1.11 mmols) of a crude mixture consisting of 7β-phenoxyacetamido-3-methoxy-ceph-2-em-4α-carboxylic acid p-nitrobenzyl ester and 7β-phenoxyacetamido-3-methoxy-ceph-3-em-4-carboxylic acid p-nitrobenzyl ester in the ratio of about 3:1, in 33 ml of tetrahydrofurane, is mixed, whilst stirring, with 16 ml of an 0.1 N potassium hydroxide solution which has been precooled to 0° C. The mixture is stirred for a further 5 minutes at 0° C., 100 ml of ice water and 10... Reaction conditions: temperature 0 celsius, time 5 minute. Product: O(C1=CC=CC=C1)CC(=O)N[C@H]1[C@@H]2N([C@H](C(=CS2)OC)C(=O)O)C1=O (7β-phenoxyacetamido-3-methoxy-ceph-2-em-4α-carboxylic acid). The reactants are CC(=O)O, [Cl-], Cl, O=N[O-], Nc1ccc([N+](=O)[O-])c(CCO)c1F, [Na+]. Yields the product O=[N+]([O-])c1ccc(Cl)c(F)c1CCO. As a reaction SMILES: [CH3:21][C:22](=[O:23])[OH:24].[Cl-:20].[ClH:15].[N:16]([O-:17])=[O:18].[NH2:1][c:2]1[c:3]([F:14])[c:4]([CH2:11][CH2:12][OH:13])[c:5]([N+:8](=[O:9])[O-:10])[cH:6][cH:7]1.[Na+:19]>>[c:2]1([Cl:15])[c:3]([F:14])[c:4]([CH2:11][CH2:12][OH:13])[c:5]([N+:8](=[O:9])[O-:10])[cH:6][cH:7]1. Starting materials: ClC1=NC=2N(C3=C1C=NC1=C3C=NN1CC)N=C(C2)C (5-chloro-8-ethyl-2-methyl-8H-pyrazolo[1,5-a]pyrazolo[4',3':5,6]pyrido[3,4-e]pyrimidine), C(C)NCC (diethylamine). The solvent is C(CCC)O (butyl alcohol). Conditions: time 10 hour. Product: C(C)N(C1=NC=2N(C3=C1C=NC1=C3C=NN1CC)N=C(C2)C)CC (N,N,8-triethyl-2-methyl-8H-pyrazolo[1,5-a]pyrazolo[4',3':5,6]pyrido[3,4-e]pyrimidin-5-amine). The yield is 82.5%. Reaction SMILES: Cl[C:2]1[C:7]2[CH:8]=[N:9][C:10]3[N:14]([CH2:15][CH3:16])[N:13]=[CH:12][C:11]=3[C:6]=2[N:5]2[N:17]=[C:18]([CH3:20])[CH:19]=[C:4]2[N:3]=1.[CH2:21]([NH:23][CH2:24][CH3:25])[CH3:22]>C(O)CCC>[CH2:21]([N:23]([CH2:24][CH3:25])[C:2]1[C:7]2[CH:8]=[N:9][C:10]3[N:14]([CH2:15][CH3:16])[N:13]=[CH:12][C:11]=3[C:6]=2[N:5]2[N:17]=[C:18]([CH3:20])[CH:19]=[C:4]2[N:3]=1)[CH3:22]. Procedure details: 8.6 g of 5-chloro-8-ethyl-2-methyl-8H-pyrazolo[1,5-a]pyrazolo[4',3':5,6]pyrido[3,4-e]pyrimidine (0.03 mol) and 7.2 g of diethylamine are suspended in 50 ml of butyl alcohol and heated with stirring in an autoclave for 10 hours at 150°. After this time, the solvent is removed, the residue is treated with water and filtered off. Recrystallization from alcohol yields 8 g (83%) of N,N,8-triethyl-2-methyl-8H-pyrazolo[1,5-a]pyrazolo[4',3':5,6]pyrido[3,4-e]pyrimidin-5-amine; m.p. 106°-108°. Starting materials: CS(=O)(=O)Cl (Methanesulphonyl chloride), NC1=C(C=CC=C1)N1N=C2C(N=C(NC2=O)C2=C(C=CC(=C2)S(=O)(=O)N2CCN(CC2)CC)OCCC)=C1CCC (2-(2-Aminophenyl)-5-[5-(4-ethylpiperazin-1-ylsulphonyl)-2-n-propoxyphenyl]-3-n-propyl-2,6-dihydro-7H-pyrazolo[4,3-d]pyrimidin-7-one). Solvent: N1=CC=CC=C1 (pyridine). Reaction conditions: temperature 50 celsius, time 18 hour. Yields the product C(C)N1CCN(CC1)S(=O)(=O)C=1C=CC(=C(C1)C=1NC(C=2C(N1)=C(N(N2)C2=C(C=CC=C2)NS(=O)(=O)C)CCC)=O)OCCC (5-[5-(4-Ethylpiperazin-1-ylsulphonyl)-2-n-propoxyphenyl]-2-(2-methanesulphonamidophenyl)-3-n-propyl-2,6-dihydro-7H-pyrazolo[4,3-d]-pyrimidin-7-one). Isolated yield 32.0%. Reaction SMILES: [CH3:1][S:2](Cl)(=[O:4])=[O:3].[NH2:6][C:7]1[CH:12]=[CH:11][CH:10]=[CH:9][C:8]=1[N:13]1[C:43]([CH2:44][CH2:45][CH3:46])=[C:16]2[N:17]=[C:18]([C:22]3[CH:27]=[C:26]([S:28]([N:31]4[CH2:36][CH2:35][N:34]([CH2:37][CH3:38])[CH2:33][CH2:32]4)(=[O:30])=[O:29])[CH:25]=[CH:24][C:23]=3[O:39][CH2:40][CH2:41][CH3:42])[NH:19][C:20](=[O:21])[C:15]2=[N:14]1>N1C=CC=CC=1>[CH2:37]([N:34]1[CH2:35][CH2:36][N:31]([S:28]([C:26]2[CH:25]=[CH:24][C:23]([O:39][CH2:40][CH2:41][CH3:42])=[C:22]([C:18]3[NH:19][C:20](=[O:21])[C:15]4[C:16](=[C:43]([CH2:44][CH2:45][CH3:46])[N:13]([C:8]5[CH:9]=[CH:10][CH:11]=[CH:12][C:7]=5[NH:6][S:2]([CH3:1])(=[O:4])=[O:3])[N:14]=4)[N:17]=3)[CH:27]=2)(=[O:30])=[O:29])[CH2:32][CH2:33]1)[CH3:38]. Procedure details: Methanesulphonyl chloride (0.156 ml, 2.0 mmol) was added to a stirred solution of the title compound of Example 116 (583 mg, 1.0 mmol) in pyridine (8 ml), under nitrogen, and the resulting solution stirred at 50° C. for 18 hours, then evaporated under reduced pressure. The residue was partitioned between ethyl acetate and water, then the separated organic phase washed with brine, dried (MgSO4) and evaporated under reduced pressure. The resulting brown foam was purified by column chromatography o... Reactants: ClN1C(CCC1=O)=O (N-chlorosuccinimide), COC=1C=C2C(=CC=NC2=CC1OC)O (6,7-dimethoxyquinolin-4-ol). The solvent is C(C)(=O)O (acetic acid). Reaction conditions: temperature 20 celsius. The product is ClC=1C=NC2=CC(=C(C=C2C1O)OC)OC (3-chloro-4-hydroxy-6,7-dimethoxyquinoline). As a reaction SMILES: [Cl:1]N1C(=O)CCC1=O.[CH3:9][O:10][C:11]1[CH:12]=[C:13]2[C:18](=[CH:19][C:20]=1[O:21][CH3:22])[N:17]=[CH:16][CH:15]=[C:14]2[OH:23]>C(O)(=O)C>[Cl:1][C:15]1[CH:16]=[N:17][C:18]2[C:13]([C:14]=1[OH:23])=[CH:12][C:11]([O:10][CH3:9])=[C:20]([O:21][CH3:22])[CH:19]=2. Reported procedure: 5.45 g of N-chlorosuccinimide were added to a solution of 6,7-dimethoxyquinolin-4-ol in 300 cm3 of acetic acid, with stirring and at a temperature in the region of 20° C. The reaction mixture was heated at a temperature in the region of 50° C. for 6 hours. After cooling to about 20° C. and stirring for 18 hours at this same temperature, the reaction mixture was concentrated to dryness under reduced pressure (2 kPa) at a temperature in the region of 40° C. One hundred cm3 of sodium hydrogen carbo...